This data is from the Open Reaction Database (ORD), a public repository of structured organic reaction records. The task is: describe an organic reaction: reactants, conditions, products, and yield Reactants: CCOC(C)=O, CC(=O)O, CCCCCC, Cc1ccccc1, COc1ccc(F)cc1C1(CC(O)(C=O)C(F)(F)F)CC1, Nc1cccc2ncccc12. Product: COc1ccc(F)cc1C1(CC(O)(C=Nc2cccc3ncccc23)C(F)(F)F)CC1. As a reaction SMILES: [C:37]([O:38][CH2:39][CH3:40])(=[O:41])[CH3:42].[CH3:33][C:34](=[O:35])[OH:36].[CH3:43][CH2:44][CH2:45][CH2:46][CH2:47][CH3:48].[CH3:49][c:50]1[cH:51][cH:52][cH:53][cH:54][cH:55]1.[F:12][c:13]1[cH:14][cH:15][c:16]([O:31][CH3:32])[c:17]([C:19]2([CH2:22][C:23]([CH:24]=[O:25])([C:26]([F:27])([F:28])[F:29])[OH:30])[CH2:20][CH2:21]2)[cH:18]1.[NH2:1][c:2]1[c:3]2[cH:4][cH:5][cH:6][n:7][c:8]2[cH:9][cH:10][cH:11]1>>[N:1]([c:2]1[c:3]2[cH:4][cH:5][cH:6][n:7][c:8]2[cH:9][cH:10][cH:11]1)=[CH:24][C:23]([CH2:22][C:19]1([c:17]2[c:16]([O:31][CH3:32])[cH:15][cH:14][c:13]([F:12])[cH:18]2)[CH2:20][CH2:21]1)([C:26]([F:27])([F:28])[F:29])[OH:30].